This data is from the Open Reaction Database (ORD), a public repository of structured organic reaction records. The task is: describe an organic reaction: reactants, conditions, products, and yield The reactants are [BH4-].[Na+] (Sodium borohydride), [OH-].[Na+] (sodium hydroxide), NC(C)(C)C1=CC=C(C=C1)CCNS(=O)(=O)C1=CC=C(C=C1)OC (N-{2-[4-(1-amino-1-methylethyl)phenyl]ethyl}-4-methoxybenzenesulphonamide), C(C1=CC=CC=C1)N1C(=NC=C1)CCC=O (3-(1-benzylimidazol-2-yl)propionaldehyde), 4A. Run in C(C)O (ethanol), C(C)#N (acetonitrile). Conditions: time 18 hour. Product: C(C1=CC=CC=C1)N1C(=NC=C1)CCCNC(C)(C)C1=CC=C(C=C1)CCNS(=O)(=O)C1=CC=C(C=C1)OC (N-[2-(4-{1-[3-(1-benzylimidazol-2-yl)propylamino]-1-methylethyl}phenyl)ethyl]-4-methoxybenzenesulphonamide). As a reaction SMILES: [NH2:1][C:2]([C:5]1[CH:10]=[CH:9][C:8]([CH2:11][CH2:12][NH:13][S:14]([C:17]2[CH:22]=[CH:21][C:20]([O:23][CH3:24])=[CH:19][CH:18]=2)(=[O:16])=[O:15])=[CH:7][CH:6]=1)([CH3:4])[CH3:3].[CH2:25]([N:32]1[CH:36]=[CH:35][N:34]=[C:33]1[CH2:37][CH2:38][CH:39]=O)[C:26]1[CH:31]=[CH:30][CH:29]=[CH:28][CH:27]=1.[BH4-].[Na+].[OH-].[Na+]>C(O)C.C(#N)C>[CH2:25]([N:32]1[CH:36]=[CH:35][N:34]=[C:33]1[CH2:37][CH2:38][CH2:39][NH:1][C:2]([C:5]1[CH:10]=[CH:9][C:8]([CH2:11][CH2:12][NH:13][S:14]([C:17]2[CH:18]=[CH:19][C:20]([O:23][CH3:24])=[CH:21][CH:22]=2)(=[O:16])=[O:15])=[CH:7][CH:6]=1)([CH3:3])[CH3:4])[C:26]1[CH:27]=[CH:28][CH:29]=[CH:30][CH:31]=1 |f:2.3,4.5|. Reported procedure: A mixture of N-{2-[4-(1-amino-1-methylethyl)phenyl]ethyl}-4-methoxybenzenesulphonamide (0.97 g), 3-(1-benzylimidazol-2-yl)propionaldehyde (0.66 g), 4A molecular sieves (0.7 g) and acetonitrile (15 ml) was stirred at ambient temperature for 18 hours. The mixture was filtered and the filtrate evaporated under reduced pressure to give a residue which was dissolved in absolute ethanol (15 ml). Sodium borohydride (0.18 g) was added to the ethanolic solution and the mixture was boiled under reflux for... Reactants: C=1(O)C(O)=CC=CC1 (catechol), COC(C)(C)OC (2,2-Dimethoxypropane), C(=O)(O)[O-].[Na+] (NaHCO3). Reagents/catalysts: CC=1C=CC(=CC1)S(=O)(=O)O (p-TsOH). Run in C1(=CC=CC=C1)C (toluene). The product is CC1(OC2=C(O1)C=CC=C2)C (2,2-dimethylbenzo[d][1,3]dioxole). The yield is 18.9%. RXN SMILES: [C:1]1([C:3](=[CH:5][CH:6]=[CH:7][CH:8]=1)[OH:4])[OH:2].CO[C:11](OC)([CH3:13])[CH3:12].C([O-])(O)=O.[Na+]>C1(C)C=CC=CC=1.CC1C=CC(S(O)(=O)=O)=CC=1>[CH3:12][C:11]1([CH3:13])[O:4][C:3]2[CH:5]=[CH:6][CH:7]=[CH:8][C:1]=2[O:2]1 |f:2.3|. Reported procedure: A mixture of catechol (10 g, 91 mmol), 2,2-Dimethoxypropane (8.6 g, 82.6 mmol) and p-TsOH (33 mg, 0.17 mmol) in toluene (100 ml) was stirred at reflux for 6 h. After reaction, the mixture was cooled to room temperature and NaHCO3 was added to neutralize the mixture. The solvent was removed and the residue was purified by distillation under reduced pressure at 36° C. to obtain 2,2-dimethylbenzo[d][1,3]dioxole (2.34 g, 17%) as a yellow oil. 1H NMR (CDCl3-d6) δ 1.69 (s, 6H), 6.78 (m, 4H).